From a dataset of the Open Reaction Database (ORD), a public repository of structured organic reaction records. describe an organic reaction: reactants, conditions, products, and yield The reactants are O (water), OC1=CC2=CC=C(C=C2C=C1C(=O)Cl)C(=O)Cl (2-hydroxy-3,6-dichloro carbonylnaphthalene), C(CCCCCCCCCCC)N (n-dodecylamine). Solvent: O1CCCC1 (tetrahydrofuran), O1CCCC1 (tetrahydrofuran). Run at temperature 30 celsius. Product: OC1=CC2=CC=C(C=C2C=C1C(=O)NCCCCCCCCCCCC)C(=O)NCCCCCCCCCCCC (2-hydroxy-3,6-di-n-dodecylaminocarbonylnaphthalene). The yield is 29.0%. Reaction SMILES: [OH:1][C:2]1[C:11]([C:12](Cl)=[O:13])=[CH:10][C:9]2[C:4](=[CH:5][CH:6]=[C:7]([C:15](Cl)=[O:16])[CH:8]=2)[CH:3]=1.[CH2:18]([NH2:30])[CH2:19][CH2:20][CH2:21][CH2:22][CH2:23][CH2:24][CH2:25][CH2:26][CH2:27][CH2:28][CH3:29].O>O1CCCC1>[OH:1][C:2]1[C:11]([C:12]([NH:30][CH2:18][CH2:19][CH2:20][CH2:21][CH2:22][CH2:23][CH2:24][CH2:25][CH2:26][CH2:27][CH2:28][CH3:29])=[O:13])=[CH:10][C:9]2[C:4](=[CH:5][CH:6]=[C:7]([C:15]([NH:30][CH2:18][CH2:19][CH2:20][CH2:21][CH2:22][CH2:23][CH2:24][CH2:25][CH2:26][CH2:27][CH2:28][CH3:29])=[O:16])[CH:8]=2)[CH:3]=1. Procedure details: A dispersion of 5.4 g of 2-hydroxy-3,6-dichloro carbonylnaphthalene in 20.0 g of dry tetrahydrofuran was added with 14.8 g of n-dodecylamine solution in 30 g of dry tetrahydrofuran and reacted under reflux for 12 hours. To the reaction mixture, 50 g of water was added and the precipitates were collected by filtration, washed with water and thus obtained crystal was washed with 30 g of methanol under reflux. The obtained mixture was cooled to 30° C. and filtrated, washed with methanol and dried t... The reactants are CCO, Cl, Fc1ccc(CBr)cc1F, NC(N)=S, [Na+], [OH-]. Product: Fc1ccc(CS)cc1F. Reaction SMILES: [CH3:16][CH2:17][OH:18].[ClH:15].[F:5][c:6]1[cH:7][c:8]([CH2:9][Br:10])[cH:11][cH:12][c:13]1[F:14].[NH2:1][C:2]([NH2:3])=[S:4].[Na+:20].[OH-:19]>>[CH2:2]([SH:4])[c:8]1[cH:7][c:6]([F:5])[c:13]([F:14])[cH:12][cH:11]1. Starting materials: C(C(=O)O)NCP(=O)(O)O (Glyphosate), CC1=C(C(=O)NO1)CC(C(=O)O)N (AMPA). Product: C(C(=O)O)NCP(=O)(O)O (glyphosate), CC(=O)N(CC(=O)O)CP(=O)(O)O (N-acetylglyphosate), N-acetyl AMPA, CC1=C(C(=O)NO1)CC(C(=O)O)N (AMPA). As a reaction SMILES: [CH2:1]([NH:5][CH2:6][P:7]([OH:10])([OH:9])=[O:8])[C:2]([OH:4])=[O:3].[CH3:11][C:12]1[O:17][NH:16][C:14](=[O:15])[C:13]=1[CH2:18][CH:19]([NH2:23])[C:20]([OH:22])=[O:21]>>[CH2:1]([NH:5][CH2:6][P:7]([OH:10])([OH:9])=[O:8])[C:2]([OH:4])=[O:3].[CH3:13][C:14]([N:5]([CH2:6][P:7]([OH:10])([OH:9])=[O:8])[CH2:1][C:2]([OH:4])=[O:3])=[O:15].[CH3:11][C:12]1[O:17][NH:16][C:14](=[O:15])[C:13]=1[CH2:18][CH:19]([NH2:23])[C:20]([OH:22])=[O:21]. Procedure details: Glyphosate and/or AMPA stable isotope standards used as internal standards were added to extracts prior to ion exchange SPE purification. Final extracts were prepared in aqueous 0.02M phosphoric acid and filtered (0.2 μm) prior to LC/MS/MS analysis to remove particulates as preventive maintenance measure for the HPLC system. Phosphoric acid acts a weak ion-pairing agent on HPLC polymeric stationery phase and was used as the final solution to improve glyphosate LC/MS/MS performance (response and ...